Dataset: the Open Reaction Database (ORD), a public repository of structured organic reaction records. Task: describe an organic reaction: reactants, conditions, products, and yield Reactants: NC1=C(C=C(C=C1)CCO)C1=CCCCC1 (2-(4-amino-3-cyclohex-1-enyl-phenyl)-ethanol), [K+].C(#N)C=1N=C(N(C1)COCC[Si](C)(C)C)C(=O)[O-] (4-Cyano-1-(2-trimethylsilanyl-ethoxymethyl)-1H-imidazole-2-carboxylate potassium salt). Product: C1(=CCCCC1)C1=C(C=CC(=C1)CCO)NC(=O)C=1NC(=CN1)C#N (5-Cyano-1H-imidazole-2-carboxylic acid [2-cyclohex-1-enyl-4-(2-hydroxy-ethyl)-phenyl]-amide). Reaction SMILES: [NH2:1][C:2]1[CH:7]=[CH:6][C:5]([CH2:8][CH2:9][OH:10])=[CH:4][C:3]=1[C:11]1[CH2:16][CH2:15][CH2:14][CH2:13][CH:12]=1.[K+].[C:18]([C:20]1[N:21]=[C:22]([C:33]([O-])=[O:34])[N:23](COCC[Si](C)(C)C)[CH:24]=1)#[N:19]>>[C:11]1([C:3]2[CH:4]=[C:5]([CH2:8][CH2:9][OH:10])[CH:6]=[CH:7][C:2]=2[NH:1][C:33]([C:22]2[NH:21][C:20]([C:18]#[N:19])=[CH:24][N:23]=2)=[O:34])[CH2:16][CH2:15][CH2:14][CH2:13][CH:12]=1 |f:1.2|. Reported procedure: The title compound was prepared by coupling 2-(4-amino-3-cyclohex-1-enyl-phenyl)-ethanol (prepared in the previous step) and 4-cyano-1-(2-trimethylsilanyl-ethoxymethyl)-1H-imidazole-2-carboxylate potassium salt (prepared in Example 11, step (d)) according to the procedure in Example 42, step (c) followed by SEM deprotection according to the procedure in Example 11, step (g). 1H-NMR (CD3OD, 400 MHz): δ 8.10 (d, J=8.3 Hz, 1H), 8.02 (s, 1H), 7.17 (dd, J=8.3, 1.9 Hz, 1H), 7.08 (d, J=1.9 Hz, 1H), 5.8...